This data is from the Open Reaction Database (ORD), a public repository of structured organic reaction records. The task is: describe an organic reaction: reactants, conditions, products, and yield The reactants are C(C)(=O)OCC (ethyl acetate), O.C1(=CC=C(C=C1)S(=O)(=O)O)C (p-toluenesulfonic acid monohydrate). Run at time 3 hour. Yields the product Formula VI, C1(=CC=C(C=C1)S(=O)(=O)O)C (p-toluenesulfonic acid). As a reaction SMILES: C(OCC)(=O)C.O.[C:8]1([CH3:18])[CH:13]=[CH:12][C:11]([S:14]([OH:17])(=[O:16])=[O:15])=[CH:10][CH:9]=1>>[C:8]1([CH3:18])[CH:9]=[CH:10][C:11]([S:14]([OH:17])(=[O:15])=[O:16])=[CH:12][CH:13]=1 |f:1.2|. Reported procedure: Furthermore, the compound of Formula V wherein the protecting group R4 is a trityl group, is dissolved in a reaction-inert solvent (e.g., ethyl acetate), 1.0 to 1.5 molar equivalents of p-toluenesulfonic acid monohydrate is added under ice-cooling, and the mixture is stirred for 1 to 5 hours to give the compound of Formula VI in the form of p-toluenesulfonic acid salt. If necessary, the p-toluenesulfonic acid salt is treated with a base to give the compound of Formula VI in the form of the free ... Reactants: C(C1=CC=CC=C1)OC1=C(C=CC(=C1)C(C)C1=C(C=C(C=C1C)C)C)N1CC(NS1(=O)=O)=O (5-{2-benzyloxy-4-[1-(2,4,6-trimethylphenyl)-ethyl]-phenyl}-1,1-dioxo-1,2,5-thiadiazolidin-3-one), C(=O)([O-])[O-].[K+].[K+] (K2CO3), O (water). Reagents/catalysts: [Pd] (Pd/C). Solvent: CCO (EtOH). The product is OC1=C(C=CC(=C1)C(C)C1=C(C=C(C=C1C)C)C)N1CC(NS1(=O)=O)=O (5-{2-Hydroxy-4-[1-(2,4,6-trimethylphenyl)-ethyl]-phenyl}-1,1-dioxo-1,2,5-thiadiazolidin-3-one). Reaction SMILES: C([O:8][C:9]1[CH:14]=[C:13]([CH:15]([C:17]2[C:22]([CH3:23])=[CH:21][C:20]([CH3:24])=[CH:19][C:18]=2[CH3:25])[CH3:16])[CH:12]=[CH:11][C:10]=1[N:26]1[S:30](=[O:32])(=[O:31])[NH:29][C:28](=[O:33])[CH2:27]1)C1C=CC=CC=1.C([O-])([O-])=O.[K+].[K+].O>CCO.[Pd]>[OH:8][C:9]1[CH:14]=[C:13]([CH:15]([C:17]2[C:22]([CH3:23])=[CH:21][C:20]([CH3:24])=[CH:19][C:18]=2[CH3:25])[CH3:16])[CH:12]=[CH:11][C:10]=1[N:26]1[S:30](=[O:32])(=[O:31])[NH:29][C:28](=[O:33])[CH2:27]1 |f:1.2.3|. Procedure details: A solution of 5-{2-benzyloxy-4-[1-(2,4,6-trimethylphenyl)-ethyl]-phenyl}-1,1-dioxo-1,2,5-thiadiazolidin-3-one and K2CO3 (60 mg) in EtOH (5 mL)/water (7 mL) is hydrogenated at 1 atm over 10% Pd/C (50 mg) for 10 days. The catalyst is filtered and the solvent evaporated to give the title compound as a pale-yellow solid: (M−1)−=373. HPLC retention time: 1.45 min (Method A). The reactants are CCOC(=O)C(C)(C)c1cc(F)cc2ccoc12, C[O-], CN(C)C=O, CCOC(C)=O, NC=O, [Na+]. The product is CC(C)(C(N)=O)c1cc(F)cc2ccoc12. RXN SMILES: [CH3:1][C:2]([C:3](=[O:4])[O:5][CH2:6][CH3:7])([CH3:8])[c:9]1[cH:10][c:11]([F:18])[cH:12][c:13]2[cH:14][cH:15][o:16][c:17]12.[CH3:22][O-:23].[CH3:25][N:26]([CH3:27])[CH:28]=[O:29].[CH3:30][CH2:31][O:32][C:33](=[O:34])[CH3:35].[CH:19](=[O:20])[NH2:21].[Na+:24]>>[CH3:1][C:2]([C:3](=[O:4])[NH2:21])([CH3:8])[c:9]1[cH:10][c:11]([F:18])[cH:12][c:13]2[cH:14][cH:15][o:16][c:17]12. The reactants are vinyl, C1CCOC1 (THF), I(=O)(=O)(=O)[O-].[Na+] (sodium periodate). Reagents/catalysts: [Os](=O)(=O)(=O)=O (osmium tetraoxide). The solvent is O (water), O (water). Conditions: time 20 minute. Yields the product C(C)C=1C(CCC1C=O)=O (2-Ethyl-3-formyl-2-cyclopentenone). The yield is 96.2%. As a reaction SMILES: I([O-])(=O)(=O)=O.[Na+].[CH2:7]1[CH2:11][O:10][CH2:9][CH2:8]1>O.[Os](=O)(=O)(=O)=O>[CH2:7]([C:7]1[C:11](=[O:10])[CH2:8][CH2:9][C:8]=1[CH:9]=[O:10])[CH3:11] |f:0.1|. Reported procedure: 15.4 g (0.113 mole) of the vinyl compound 4 in 320 ml of THF was added to a 1-liter, round-bottom flask equipped with a 250 ml addition funnel and magnetic stirring bar. 4.4. ml of a solution prepared by solution of 0.783 g of osmium tetraoxide in 50 ml water was added dropwise. The mixture was stirred for 20 minutes and then a solution of 50.7 g (0.237 mole) sodium periodate in 396 ml of water was added over a 40-minute period. After completion of the addition the mixture was stirred for one ho... Run in ClCCl (dichloromethane). Reagents/catalysts: [Ti](Cl)(Cl)(Cl)Cl (titanium tetrachloride). Product: COC1=C2C(CC(C(C2=CC=C1C)NC1=C2C=NN(C(C2=CC=C1)=O)C)(C(F)(F)F)O)(C)C (5-{[5-Methoxy-2-hydroxy-2-(trifluoromethyl)-4,4,6-trimethyl-1,2,3,4-tetrahydronaphthalen-1-yl]amino}-2-methylphthalazin-1-one). As a reaction SMILES: [CH3:1][C:2]1[C:3]([O:20][CH3:21])=[C:4]([C:8]([CH3:19])([CH3:18])[CH2:9][C:10]([OH:17])([C:13]([F:16])([F:15])[F:14])[CH:11]=O)[CH:5]=[CH:6][CH:7]=1.[NH2:22][C:23]1[CH:32]=[CH:31][CH:30]=[C:29]2[C:24]=1[CH:25]=[N:26][N:27]([CH3:34])[C:28]2=[O:33]>ClCCl.[Ti](Cl)(Cl)(Cl)Cl>[CH3:21][O:20][C:3]1[C:2]([CH3:1])=[CH:7][CH:6]=[C:5]2[C:4]=1[C:8]([CH3:18])([CH3:19])[CH2:9][C:10]([OH:17])([C:13]([F:14])([F:15])[F:16])[CH:11]2[NH:22][C:23]1[CH:32]=[CH:31][CH:30]=[C:29]2[C:24]=1[CH:25]=[N:26][N:27]([CH3:34])[C:28]2=[O:33]. Reactants: imine, imine, CC=1C(=C(C=CC1)C(CC(C=O)(C(F)(F)F)O)(C)C)OC (4-(3-methyl-2-methoxyphenyl)-2-hydroxy-4-methyl-2-(trifluoromethyl)pentanal), NC1=C2C=NN(C(C2=CC=C1)=O)C (5-amino-2-methylphthalazin-1-one). Procedure: Analogously to Example 10, the corresponding imine is produced starting from 600 mg of 4-(3-methyl-2-methoxyphenyl)-2-hydroxy-4-methyl-2-(trifluoromethyl)pentanal and 316 mg of 5-amino-2-methylphthalazin-1-one. As in Example 3, 460 mg of the imine is reacted by reaction with 5.2 ml of titanium tetrachloride (1 M in dichloromethane) in 23 ml of dichloromethane, and 36 mg of the title compound is obtained. The yield is 4.3%. Reactants: CS(=O)(=O)O.N(C(=N)N)C1=CC=C(C=CC(=O)O)C=C1 (4-guanidinocinnamic acid methanesulfonate), C1CCC(CC1)N=C=NC2CCCCC2 (DCC), CS(=O)(=O)OC1=CC2=CC=C(C=C2C=C1)C(N)=N (6-amidino-2-naphthol methanesulfonate). Run in N1=CC=CC=C1 (pyridine). The product is CS(=O)(=O)O.CS(=O)(=O)O.N(C(=N)N)C1=CC=C(C=CC(=O)OC2=CC3=CC=C(C=C3C=C2)C(N)=N)C=C1 (6-amidino-2-naphthyl 4-guanidinocinnamate dimethanesulfonate). Isolated yield 42.6%. RXN SMILES: [CH3:1][S:2]([OH:5])(=[O:4])=[O:3].[NH:6]([C:10]1[CH:20]=[CH:19][C:13]([CH:14]=[CH:15][C:16]([OH:18])=[O:17])=[CH:12][CH:11]=1)[C:7]([NH2:9])=[NH:8].C1CCC(N=C=NC2CCCCC2)CC1.[CH3:36][S:37]([O:40][C:41]1[CH:50]=[CH:49][C:48]2[C:43](=[CH:44][CH:45]=[C:46]([C:51](=[NH:53])[NH2:52])[CH:47]=2)[CH:42]=1)(=[O:39])=[O:38]>N1C=CC=CC=1>[CH3:1][S:2]([OH:5])(=[O:4])=[O:3].[CH3:36][S:37]([OH:40])(=[O:39])=[O:38].[NH:6]([C:10]1[CH:20]=[CH:19][C:13]([CH:14]=[CH:15][C:16]([O:18][C:41]2[CH:50]=[CH:49][C:48]3[C:43](=[CH:44][CH:45]=[C:46]([C:51](=[NH:52])[NH2:53])[CH:47]=3)[CH:42]=2)=[O:17])=[CH:12][CH:11]=1)[C:7]([NH2:9])=[NH:8] |f:0.1,5.6.7|. Procedure details: To a solution of 3.0 g of 4-guanidinocinnamic acid methanesulfonate in 30 ml of anhydrous pyridine, was added 2.4 g of DCC. To the mixture, while being cooled in ice and stirred, was added 2.8 g of 6-amidino-2-naphthol methanesulfonate. After having been stirred for 24 hours, the reaction mixture was filtered to remove insolubles and the filtrate was mixed with ethyl ether to separate an only substance which was left standing at room temperature to crystallize. Upon recrystallization from a meth... The reactants are compound, ClC1=CC=C(CNC(=O)C=2C(C3=C(N(C2)C)C(=C(S3)CN(C)C[C@@H](O)C=3OC=CC3)COCC[Si](C)(C)C)=O)C=C1 (N-(4-chlorobenzyl)-2-{[[(2R)-2-(2-furyl)-2-hydroxyethyl](methyl)amino]methyl}-4-methyl-7-oxo-3-{[2-(trimethylsilyl)ethoxy]methyl}-4,7-dihydrothieno[3,2-b]pyridine-6-carboxamide), C(=O)(O)[O-].[Na+] (NaHCO3). Solvent: C(=O)(C(F)(F)F)O (TFA), C(Cl)Cl (CH2Cl2), C(Cl)(Cl)Cl (CHCl3). Yields the product ClC1=CC=C(CNC(=O)C=2C(C3=C(N(C2)C)C(=C(S3)CN(C)C[C@@H](O)C=3OC=CC3)CO)=O)C=C1 (N-(4-Chlorobenzyl)-2-{[[(2R)-2-(2-furyl)-2-hydroxyethyl](methyl)amino]methyl}-3-(hydroxymethyl)-4-methyl-7-oxo-4,7-dihydrothieno[3,2-b]pyridine-6-carboxamide). Reaction SMILES: [Cl:1][C:2]1[CH:41]=[CH:40][C:5]([CH2:6][NH:7][C:8]([C:10]2[C:11](=[O:39])[C:12]3[S:19][C:18]([CH2:20][N:21]([CH2:23][C@H:24]([C:26]4[O:27][CH:28]=[CH:29][CH:30]=4)[OH:25])[CH3:22])=[C:17]([CH2:31][O:32]CC[Si](C)(C)C)[C:13]=3[N:14]([CH3:16])[CH:15]=2)=[O:9])=[CH:4][CH:3]=1.C([O-])(O)=O.[Na+]>C(O)(C(F)(F)F)=O.C(Cl)Cl.C(Cl)(Cl)Cl>[Cl:1][C:2]1[CH:3]=[CH:4][C:5]([CH2:6][NH:7][C:8]([C:10]2[C:11](=[O:39])[C:12]3[S:19][C:18]([CH2:20][N:21]([CH2:23][C@H:24]([C:26]4[O:27][CH:28]=[CH:29][CH:30]=4)[OH:25])[CH3:22])=[C:17]([CH2:31][OH:32])[C:13]=3[N:14]([CH3:16])[CH:15]=2)=[O:9])=[CH:40][CH:41]=1 |f:1.2|. Procedure: A solution of 121 mg of compound N-(4-chlorobenzyl)-2-{[[(2R)-2-(2-furyl)-2-hydroxyethyl](methyl)amino]methyl}-4-methyl-7-oxo-3-{[2-(trimethylsilyl)ethoxy]methyl}-4,7-dihydrothieno[3,2-b]pyridine-6-carboxamide in 3 mL of 75% TFA in CH2Cl2 is stirred at room temperature for 3 h, then diluted with CHCl3 and added to stirred aq. NaHCO3. The aqueous phase is extracted with 4 portions of CH2Cl2, and the combined organic phases dried (Na2SO4) and concentrated under reduced pressure. Flash chromatograp...